Dataset: the Open Reaction Database (ORD), a public repository of structured organic reaction records. Task: describe an organic reaction: reactants, conditions, products, and yield Starting materials: Cl.CN1CCCC2=CC(=CC=C12)N=O (1-methyl-6-nitroso-1,2,3.4-tetrahydroquinoline hydrochloride), CN1CCCC2=CC=CC=C12 (1-methyl1,2,3,4-tetrahydroquinoline). The product is title compound, N1CCCC2=CC=CC=C12 (1,2,3,4tetrahydroquinoline). As a reaction SMILES: Cl.C[N:3]1[C:12]2[C:7](=[CH:8][C:9](N=O)=[CH:10][CH:11]=2)[CH2:6][CH2:5][CH2:4]1.CN1C2C(=CC=CC=2)CCC1>>[NH:3]1[C:12]2[C:7](=[CH:8][CH:9]=[CH:10][CH:11]=2)[CH2:6][CH2:5][CH2:4]1 |f:0.1|. Reported procedure: 1-methyl-6-nitroso-1,2,3.4-tetrahydroquinoline hydrochloride ##STR25## The title compound is prepared from 1-methyl1,2,3,4-tetrahydroquinoline (obtained from 1,2,3,4tetrahydroquinoline by heating with trimethylphosphate (according to Huisgen et al., Chem. Ber. 92, 203 (1959)). The crude product is produced in the usual manner analogous to Examples 10 and 11 and purified on silica gel 60 (Merck) with isopropanol/n-butylacetate/water=5:3:2. The title compound is obtained by dissolving this in acet... Starting materials: FC(C(=O)[O-])(F)F (trifluoroacetate), O=S1(CC(C1)N)=O (1,1-Dioxo-llambda*6*-thietan-3-ylamine), ON1N=NC2=C1C=CC=N2 (1-hydroxyazabenzotriazole), Cl.CN(CCCN=C=NCC)C (1-(3-Dimethylaminopropyl)-3-ethylcarbodiimide hydrochloride), ClC=1C=C(C=C(C1)Cl)[C@]1(CN=C(C1)C1=CC(=C(C(=O)O)C=C1)C)C(F)(F)F (4-[(3R)-3-(3,5-dichlorophenyl)-3-(trifluoromethyl)-2,4-dihydropyrrol-5-yl]-2-methyl-benzoic acid). Solvent: C(C)(=O)OCC (ethyl acetate), ClCCl (dichloromethane), C(C)N(CC)CC (triethylamine). Reaction conditions: time 5 minute. Product: ClC=1C=C(C=C(C1)Cl)[C@]1(CN=C(C1)C1=CC(=C(C(=O)NC2CS(C2)(=O)=O)C=C1)C)C(F)(F)F (4-[(3R)-3-(3,5-dichlorophenyl)-3-(trifluoromethyl)-2,4-dihydropyrrol-5-yl]-N-(1,1-dioxothietan-3-yl)-2-methyl-benzamide). The yield is 35.4%. RXN SMILES: [Cl:1][C:2]1[CH:3]=[C:4]([C@:9]2([C:24]([F:27])([F:26])[F:25])[CH2:13][C:12]([C:14]3[CH:22]=[CH:21][C:17]([C:18]([OH:20])=O)=[C:16]([CH3:23])[CH:15]=3)=[N:11][CH2:10]2)[CH:5]=[C:6]([Cl:8])[CH:7]=1.FC(F)(F)C([O-])=O.[O:35]=[S:36]1(=[O:41])[CH2:39][CH:38]([NH2:40])[CH2:37]1.ON1C2C=CC=NC=2N=N1.Cl.CN(C)CCCN=C=NCC>ClCCl.C(OCC)(=O)C.C(N(CC)CC)C>[Cl:1][C:2]1[CH:3]=[C:4]([C@:9]2([C:24]([F:25])([F:26])[F:27])[CH2:13][C:12]([C:14]3[CH:22]=[CH:21][C:17]([C:18]([NH:40][CH:38]4[CH2:39][S:36](=[O:41])(=[O:35])[CH2:37]4)=[O:20])=[C:16]([CH3:23])[CH:15]=3)=[N:11][CH2:10]2)[CH:5]=[C:6]([Cl:8])[CH:7]=1 |f:4.5|. Procedure details: To a stirred solution of 4-[(3R)-3-(3,5-dichlorophenyl)-3-(trifluoromethyl)-2,4-dihydropyrrol-5-yl]-2-methyl-benzoic acid (68 mg) in dichloromethane (2.5 mL) was added triethylamine (0.05 mL) at ambient temperature. The solution was then stirred for 5 min under argon and trifluoroacetate salt of 1,1-Dioxo-llambda*6*-thietan-3-ylamine (46 mg) was added. To this solution, 1-hydroxyazabenzotriazole (25 mg) then 1-(3-Dimethylaminopropyl)-3-ethylcarbodiimide hydrochloride (35 mg) were added. The solu... Starting materials: C(C)(=O)NCCCCO (4-acetylaminobutanol), [H-].[Na+] (sodium hydride), ClC1N(C(C2=CC=CC=C12)=O)C1=NC2=NC(=CC=C2C=C1)Cl (3-chloro-2-(7-chloro-1,8-naphthyridin-2-yl)-1-isoindolinone). Solvent: O1CCCC1 (tetrahydrofuran). Yields the product C(C)(=O)NCCCCOC1N(C(C2=CC=CC=C12)=O)C1=NC2=NC(=CC=C2C=C1)Cl (3-(4-Acetylaminobutoxy)-2-(7-chloro-1,8-naphthyridin-2-yl)-1-isoindolinone). The yield is 6.2%. RXN SMILES: [C:1]([NH:4][CH2:5][CH2:6][CH2:7][CH2:8][OH:9])(=[O:3])[CH3:2].[H-].[Na+].Cl[CH:13]1[C:21]2[C:16](=[CH:17][CH:18]=[CH:19][CH:20]=2)[C:15](=[O:22])[N:14]1[C:23]1[CH:32]=[CH:31][C:30]2[C:25](=[N:26][C:27]([Cl:33])=[CH:28][CH:29]=2)[N:24]=1>O1CCCC1>[C:1]([NH:4][CH2:5][CH2:6][CH2:7][CH2:8][O:9][CH:13]1[C:21]2[C:16](=[CH:17][CH:18]=[CH:19][CH:20]=2)[C:15](=[O:22])[N:14]1[C:23]1[CH:32]=[CH:31][C:30]2[C:25](=[N:26][C:27]([Cl:33])=[CH:28][CH:29]=2)[N:24]=1)(=[O:3])[CH3:2] |f:1.2|. Procedure: The procedure is as in Example 7, but starting with 4-acetylaminobutanol (6 g) in anhydrous tetrahydrofuran (250 cc), an oily suspension (50% by weight; 2.3 g) of sodium hydride and 3-chloro-2-(7-chloro-1,8-naphthyridin-2-yl)-1-isoindolinone (10 g). The product obtained is purified by chromatography on neutral alumina (40 g) contained in a column 1.5 cm in diameter, and eluting with methylene chloride and collecting 10-cc fractions. Fractions 3 to 50 are combined and concentrated to dryness unde... Starting materials: N1(C=NC=C1)CCCNC(=O)C1=NC=CC(=C1)OC1=CC=C(C=C1)NC(=O)NC1=CC2=C(OC(OC2(F)F)(F)F)C=C1 (N-[3-(1H-imidazol-1-yl)propyl]-4-[4-({[(2,2,4,4-tetrafluoro-4H-1,3-benzodioxin-6-yl)amino]carbonyl}-amino)phenoxy]pyridine-2-carboxamide), NCCCN1C=NC=C1 (1-(3-aminopropyl)imidazole). Yields the product N1(CCCC1)CCNC(=O)C1=NC=CC(=C1)OC1=CC=C(C=C1)NC(=O)NC1=CC2=C(OC(OC2(F)F)(F)F)C=C1 (N-(2-pyrrolidin-1-ylethyl)4-[4-({[(2,2,4,4-tetrafluoro-4H-1,3-benzodioxin-6-yl)-amino]carbonyl}amino)phenoxy]pyridine-2-carboxamide). As a reaction SMILES: N1(CC[CH2:8][NH:9][C:10]([C:12]2[CH:17]=[C:16]([O:18][C:19]3[CH:24]=[CH:23][C:22]([NH:25][C:26]([NH:28][C:29]4[CH:42]=[CH:41][C:32]5[O:33][C:34]([F:40])([F:39])[O:35][C:36]([F:38])([F:37])[C:31]=5[CH:30]=4)=[O:27])=[CH:21][CH:20]=3)[CH:15]=[CH:14][N:13]=2)=[O:11])C=CN=C1.NC[CH2:45][CH2:46][N:47]1[CH:51]=[CH:50]N=[CH:48]1>>[N:47]1([CH2:48][CH2:8][NH:9][C:10]([C:12]2[CH:17]=[C:16]([O:18][C:19]3[CH:24]=[CH:23][C:22]([NH:25][C:26]([NH:28][C:29]4[CH:42]=[CH:41][C:32]5[O:33][C:34]([F:39])([F:40])[O:35][C:36]([F:37])([F:38])[C:31]=5[CH:30]=4)=[O:27])=[CH:21][CH:20]=3)[CH:15]=[CH:14][N:13]=2)=[O:11])[CH2:46][CH2:45][CH2:50][CH2:51]1. Procedure details: The title compound was prepared in the same manner described for N-[3-(1H-imidazol-1-yl)propyl]-4-[4-({[(2,2,4,4-tetrafluoro-4H-1,3-benzodioxin-6-yl)amino]carbonyl}-amino)phenoxy]pyridine-2-carboxamide, substituting 1-(2-aminoethyl)pyrrolidone for 1-(3-aminopropyl)imidazole. 1H-NMR (MeOH-d4) δ 8.45 (d, 1H), 8.00 (d, 1H), 7.65 (dd, 1H), 7.56 (m, 3H), 7.22 (d, 1H), 7.10 (m, 2H), 7.04 (dd, 1H), 3.57 (t, 2H), 2.77 (t, 2H), 2.67 (m, 4H), 1.83 (m, 4H); MS LC-MS [M+H]+=576.2, RT=3.16 min. Starting materials: Cl.C1(CC1)C(=N)N (cyclopropanecarboxamidine hydrochloride), C(#N)CC(=O)OCC (ethyl cyanoacetate), CO.C[O-].[Na+] (sodium methoxide methanol). Solvent: CO (methanol). The product is NC1=CC(=NC(=N1)C1CC1)O (6-amino-2-cyclopropyl-pyrimidin-4-ol). Reaction SMILES: Cl.[CH:2]1([C:5]([NH2:7])=[NH:6])[CH2:4][CH2:3]1.[C:8]([CH2:10][C:11](OCC)=[O:12])#[N:9].CO.C[O-].[Na+]>CO>[NH2:9][C:8]1[N:7]=[C:5]([CH:2]2[CH2:4][CH2:3]2)[N:6]=[C:11]([OH:12])[CH:10]=1 |f:0.1,3.4.5|. Procedure: A mixed solution of cyclopropanecarboxamidine hydrochloride (0.30 g), ethyl cyanoacetate (0.27 ml) and methanol (1.5 ml) was added to 28% sodium methoxide methanol solution (2.0 ml) under ice-cooling. After heating under reflux for 1 hr, the mixture was cooled to room temperature. The reaction mixture was concentrated under reduced pressure, and the obtained residue was adjusted to pH 5 with water and acetic acid. The precipitated solid was collected by filtration, washed with water and dried to... The reactants are C1(=CC=CC=C1)N1N=C(C=C1CCC=O)CCCC (3-(1-phenyl-3-butyl-1H-pyrazol-5-yl)propanal), FC1=C(C=CC=C1)N1CCNCC1 (1-(2-fluorophenyl)piperazine), [BH-](OC(=O)C)(OC(=O)C)OC(=O)C.[Na+] (NaBH(OAc)3). The product is FC1=C(C=CC=C1)N1CCN(CC1)CCCC1=CC(=NN1C1=CC=CC=C1)CCCC (1-(2-fluorophenyl)-4-(3-(1-phenyl-3-butyl-1H-pyrazol-5-yl)propyl)piperazine). As a reaction SMILES: [C:1]1([N:7]2[C:11]([CH2:12][CH2:13][CH:14]=O)=[CH:10][C:9]([CH2:16][CH2:17][CH2:18][CH3:19])=[N:8]2)[CH:6]=[CH:5][CH:4]=[CH:3][CH:2]=1.[F:20][C:21]1[CH:26]=[CH:25][CH:24]=[CH:23][C:22]=1[N:27]1[CH2:32][CH2:31][NH:30][CH2:29][CH2:28]1.[BH-](OC(C)=O)(OC(C)=O)OC(C)=O.[Na+]>>[F:20][C:21]1[CH:26]=[CH:25][CH:24]=[CH:23][C:22]=1[N:27]1[CH2:32][CH2:31][N:30]([CH2:14][CH2:13][CH2:12][C:11]2[N:7]([C:1]3[CH:6]=[CH:5][CH:4]=[CH:3][CH:2]=3)[N:8]=[C:9]([CH2:16][CH2:17][CH2:18][CH3:19])[CH:10]=2)[CH2:29][CH2:28]1 |f:2.3|. Procedure details: 196.6 mg (86%) of target compound was obtained by using a method same as in Example 1 by using 3-(1-phenyl-3-butyl-1H-pyrazol-5-yl)propanal (140 mg, 0.546 mmol), 1-(2-fluorophenyl)piperazine (130 mL, 0.819 mmol), and NaBH(OAc)3 (excess amount). Starting materials: COc1ccc(C2(C#N)CCC(=O)CC2)c2c1OCCO2, C1CCOC1, CCOC(=O)CP(=O)(OCC)OCC, [H-], [Na+], O. Reaction SMILES: [C:17](#[N:18])[C:19]1([c:26]2[cH:27][cH:28][c:29]([O:36][CH3:37])[c:30]3[c:35]2[O:34][CH2:33][CH2:32][O:31]3)[CH2:20][CH2:21][C:22](=[O:25])[CH2:23][CH2:24]1.[CH2:39]1[O:40][CH2:41][CH2:42][CH2:43]1.[CH3:1][CH2:2][O:3][C:4](=[O:5])[CH2:6][P:7]([O:8][CH2:9][CH3:10])([O:11][CH2:12][CH3:13])=[O:14].[H-:15].[Na+:16].[OH2:38]>>[CH3:1][CH2:2][O:3][C:4](=[O:5])[CH:6]=[C:22]1[CH2:21][CH2:20][C:19]([C:17]#[N:18])([c:26]2[cH:27][cH:28][c:29]([O:36][CH3:37])[c:30]3[c:35]2[O:34][CH2:33][CH2:32][O:31]3)[CH2:24][CH2:23]1. The product is CCOC(=O)C=C1CCC(C#N)(c2ccc(OC)c3c2OCCO3)CC1.